Task: describe an organic reaction: reactants, conditions, products, and yield. Dataset: the Open Reaction Database (ORD), a public repository of structured organic reaction records The reactants are N(=[N+]=[N-])C=1C[C@H]2N(C1C(=O)OCC=C)C([C@@H]2[C@@H](C)O)=O (allyl (5R,6S)-2-azido-6-[(R)-1-hydroxyethyl]carbapen-2-em-3-carboxylate), C1(=CC=CC=C1)P(C1=CC=CC=C1)C1=CC=CC=C1 (triphenylphosphine), C(C)C(C(=O)[O-])CCCC.[K+] (potassium 2-ethylhexanoate), C(C)(=O)OCC (ethyl acetate). Reagents/catalysts: C=1C=CC(=CC1)[P](C=2C=CC=CC2)(C=3C=CC=CC3)[Pd]([P](C=4C=CC=CC4)(C=5C=CC=CC5)C=6C=CC=CC6)([P](C=7C=CC=CC7)(C=8C=CC=CC8)C=9C=CC=CC9)[P](C=1C=CC=CC1)(C=1C=CC=CC1)C=1C=CC=CC1 (tetrakis(triphenylphosphine)palladium). Run in C(C)OCC (diethyl ether), C(Cl)Cl.C(C)(=O)OCC (methylene chloride ethyl acetate). Conditions: time 15 minute. Yields the product N(=[N+]=[N-])C=1C[C@H]2N(C1C(=O)[O-])C([C@@H]2[C@@H](C)O)=O.[K+] (potassium (5R,6S)-2-azido-6-[(R)-1-hydroxyethyl]-carbapen-2-em-3-carboxylate). As a reaction SMILES: [N:1]([C:4]1[CH2:5][C@@H:6]2[C@@H:16]([C@H:17]([OH:19])[CH3:18])[C:15](=[O:20])[N:7]2[C:8]=1[C:9]([O:11]CC=C)=[O:10])=[N+:2]=[N-:3].C1(P(C2C=CC=CC=2)C2C=CC=CC=2)C=CC=CC=1.C(C(CCCC)C([O-])=O)C.[K+:50].C(OCC)(=O)C>C(OCC)C.C1C=CC([P]([Pd]([P](C2C=CC=CC=2)(C2C=CC=CC=2)C2C=CC=CC=2)([P](C2C=CC=CC=2)(C2C=CC=CC=2)C2C=CC=CC=2)[P](C2C=CC=CC=2)(C2C=CC=CC=2)C2C=CC=CC=2)(C2C=CC=CC=2)C2C=CC=CC=2)=CC=1.C(Cl)Cl.C(OCC)(=O)C>[N:1]([C:4]1[CH2:5][C@@H:6]2[C@@H:16]([C@H:17]([OH:19])[CH3:18])[C:15](=[O:20])[N:7]2[C:8]=1[C:9]([O-:11])=[O:10])=[N+:2]=[N-:3].[K+:50] |f:2.3,7.8,9.10,^1:65,67,86,105|. Reported procedure: A solution of allyl (5R,6S)-2-azido-6-[(R)-1-hydroxyethyl]carbapen-2-em-3-carboxylate (42 mg, 0.15 mmol) and triphenylphosphine (12 mg, 0.045 mmol) in 1:1 methylene chloride-ethyl acetate (2.7 ml) is treated with 0.5M potassium 2-ethylhexanoate in ethyl acetate (0.3 ml, 0.15 mmol) and tetrakis(triphenylphosphine)palladium (O) (13.8 mg, 0.012 mmol). The mixture is stirred 15 minutes at ambient temperature under a nitrogen atmosphere, diluted with diethyl ether, and centrifuged. The insoluble pell...